describe an organic reaction: reactants, conditions, products, and yield From a dataset of the Open Reaction Database (ORD), a public repository of structured organic reaction records. Reactants: CC1(C)COC(=O)C1Oc1ccc(C#N)c(C(F)(F)F)c1, CCOC(C)=O, CCC(C)N, C1CCOC1. Yields the product CCC(C)NC(=O)C(Oc1ccc(C#N)c(C(F)(F)F)c1)C(C)(C)CO. As a reaction SMILES: [CH3:1][C:2]1([CH3:21])[CH:3]([O:8][c:9]2[cH:10][c:11]([C:17]([F:18])([F:19])[F:20])[c:12]([C:13]#[N:14])[cH:15][cH:16]2)[C:4](=[O:7])[O:5][CH2:6]1.[CH3:32][CH2:33][O:34][C:35](=[O:36])[CH3:37].[CH:22]([CH3:23])([CH2:24][CH3:25])[NH2:26].[O:27]1[CH2:28][CH2:29][CH2:30][CH2:31]1>>[CH3:1][C:2]([CH:3]([C:4](=[O:7])[NH:26][CH:22]([CH3:23])[CH2:24][CH3:25])[O:8][c:9]1[cH:10][c:11]([C:17]([F:18])([F:19])[F:20])[c:12]([C:13]#[N:14])[cH:15][cH:16]1)([CH2:6][OH:5])[CH3:21]. Reaction SMILES: Cl[C:2]1[C:11]2[C:6](=[CH:7][C:8]([F:13])=[CH:9][C:10]=2[F:12])[N:5]=[C:4]([N:14]2[CH2:19][CH2:18][O:17][C:16]([CH3:21])([CH3:20])[CH2:15]2)[C:3]=1[CH3:22].[CH3:23][C:24]1([CH3:39])[C:28]2=[N:29][CH:30]=[C:31]([N:33]3[CH2:38][CH2:37][O:36][CH2:35][CH2:34]3)[CH:32]=[C:27]2[NH:26][CH2:25]1.CC(C)([O-])C.[Na+]>CC(C1C=C(C(C)C)C(C2C(P(C3CCCCC3)C3CCCCC3)=CC=CC=2)=C(C(C)C)C=1)C.C1C=[C-]C(CCN)=CC=1.Cl[Pd+].C1(C)C=CC=CC=1>[CH3:20][C:16]1([CH3:21])[O:17][CH2:18][CH2:19][N:14]([C:4]2[C:3]([CH3:22])=[C:2]([N:26]3[C:27]4[C:28](=[N:29][CH:30]=[C:31]([N:33]5[CH2:34][CH2:35][O:36][CH2:37][CH2:38]5)[CH:32]=4)[C:24]([CH3:39])([CH3:23])[CH2:25]3)[C:11]3[C:6](=[CH:7][C:8]([F:13])=[CH:9][C:10]=3[F:12])[N:5]=2)[CH2:15]1 |f:2.3,4.5.6|. The reagents and catalysts are CC(C)C1=CC(=C(C(=C1)C(C)C)C2=CC=CC=C2P(C3CCCCC3)C4CCCCC4)C(C)C.C1=CC=C([C-]=C1)CCN.Cl[Pd+] (XPhos precatalyst). Starting materials: ClC1=C(C(=NC2=CC(=CC(=C12)F)F)N1CC(OCC1)(C)C)C (4-(4-chloro-5,7-difluoro-3-methylquinolin-2-yl)-2,2-dimethylmorpholine), CC1(CNC=2C1=NC=C(C2)N2CCOCC2)C (4-(3,3-dimethyl-2,3-dihydro-1H-pyrrolo[3,2-b]pyridin-6-yl)morpholine), CC(C)([O-])C.[Na+] (sodium tert-butoxide). The solvent is C1(=CC=CC=C1)C (toluene). Yields the product CC1(CN(CCO1)C1=NC2=CC(=CC(=C2C(=C1C)N1CC(C2=NC=C(C=C21)N2CCOCC2)(C)C)F)F)C (2-(2,2-dimethyl-4-morpholinyl)-4-(3,3-dimethyl-6-(4-morpholinyl)-2,3-dihydro-1H-pyrrolo[3,2-b]pyridin-1-yl)-5,7-difluoro-3-methylquinoline). Procedure: Preparing according to procedure Y by using 4-(4-chloro-5,7-difluoro-3-methylquinolin-2-yl)-2,2-dimethylmorpholine (70.0 mg, 0.21 mmol), 4-(3,3-dimethyl-2,3-dihydro-1H-pyrrolo[3,2-b]pyridin-6-yl)morpholine (50 mg, 0.21 mmol), sodium tert-butoxide (20.60 mg, 0.21 mmol) and XPhos precatalyst (16 mg, 0.02 mmol) in toluene (4 mL) at reflux for 2 h. Purification by reverse phase HPLC (10 to 60% acetonitrile in water) gave 2-(2,2-dimethyl-4-morpholinyl)-4-(3,3-dimethyl-6-(4-morpholinyl)-2,3-dihydro-1H... Reactants: CCOCC, ClCCl, COc1c(-c2cc(C)cc(C)c2)cc(C)cc1-c1cc(C)cc(C)c1, O. Product: Cc1cc(C)cc(-c2cc(C)cc(-c3cc(C)cc(C)c3)c2O)c1. Reaction SMILES: [CH2:27]([O:28][CH2:29][CH3:30])[CH3:31].[CH2:32]([Cl:33])[Cl:34].[CH3:1][c:2]1[cH:3][c:4](-[c:18]2[cH:19][c:20]([CH3:25])[cH:21][c:22]([CH3:24])[cH:23]2)[c:5]([O:16][CH3:17])[c:6](-[c:8]2[cH:9][c:10]([CH3:15])[cH:11][c:12]([CH3:14])[cH:13]2)[cH:7]1.[OH2:26]>>[CH3:1][c:2]1[cH:3][c:4](-[c:18]2[cH:19][c:20]([CH3:25])[cH:21][c:22]([CH3:24])[cH:23]2)[c:5]([OH:16])[c:6](-[c:8]2[cH:9][c:10]([CH3:15])[cH:11][c:12]([CH3:14])[cH:13]2)[cH:7]1. The reactants are [Li]CCCC, CCOCC, CCCCCC, Clc1cc(Br)cc(Br)c1, Cl, CN(C)C=O. The product is O=Cc1cc(Cl)cc(Br)c1. RXN SMILES: [CH2:10]([Li:11])[CH2:12][CH2:13][CH3:14].[CH2:21]([O:22][CH2:23][CH3:24])[CH3:25].[CH3:26][CH2:27][CH2:28][CH2:29][CH2:30][CH3:31].[Cl:1][c:2]1[cH:3][c:4]([Br:9])[cH:5][c:6]([Br:8])[cH:7]1.[ClH:20].[O:15]=[CH:16][N:17]([CH3:18])[CH3:19]>>[Cl:1][c:2]1[cH:3][c:4]([Br:9])[cH:5][c:6]([CH:16]=[O:15])[cH:7]1. Reactants: ClC1=CC=C(C(=O)C2CCNCC2)C=C1 (4-(4-Chlorobenzoyl)piperidine), CC(C(=O)O)C(C(=O)O)CC(C)C (methyl 3-isobutylsuccinic acid), C(CCl)Cl (EDC). Run in ClCCl (dichloromethane). Run at time 18 hour. The product is COC(C(CC(C)C)CC(=O)N1CCC(CC1)C(C1=CC=C(C=C1)Cl)=O)=O (2-(2-(4-(4-Chlorobenzoyl)piperidin-1-yl)-2-oxoethyl)-4-methylpentanoic Acid Methyl Ester). Yield: 79.6%. As a reaction SMILES: [Cl:1][C:2]1[CH:15]=[CH:14][C:5]([C:6]([CH:8]2[CH2:13][CH2:12][NH:11][CH2:10][CH2:9]2)=[O:7])=[CH:4][CH:3]=1.C[CH:17]([CH:21]([CH2:25][CH:26]([CH3:28])[CH3:27])[C:22]([OH:24])=[O:23])[C:18](O)=[O:19].[CH2:29](Cl)CCl>ClCCl>[CH3:29][O:24][C:22](=[O:23])[CH:21]([CH2:17][C:18]([N:11]1[CH2:12][CH2:13][CH:8]([C:6](=[O:7])[C:5]2[CH:4]=[CH:3][C:2]([Cl:1])=[CH:15][CH:14]=2)[CH2:9][CH2:10]1)=[O:19])[CH2:25][CH:26]([CH3:28])[CH3:27]. Reported procedure: 4-(4-Chlorobenzoyl)piperidine (0.2 g) was added to a solution of methyl 3-isobutylsuccinic acid (0.15 g) and EDC (0.25 g) in dichloromethane (10 ml) and the solution was stirred for 18 h, then washed with water (10 ml), aqueous citric acid (10 ml), saturated sodium bicarbonate (10 ml) and brine (10 ml), dried over magnesium sulphate (1 g) and evaporated to give the title compound (0.25 g) as a colourless solid. The reactants are C(CCC)OC(C=CC1=CC(=C(C(=C1)F)Cl)F)=O (3-(4-chloro-3,5-difluoro-phenyl)-acrylic acid butyl ester), C (charcoal). Reagents/catalysts: [Br-].[Zn+2].[Br-] (zinc bromide), [Pd] (palladium). Run in CC(OCC)=O (EA). Reaction conditions: time 22 hour. Yields the product C(CCC)OC(CCC1=CC(=C(C(=C1)F)Cl)F)=O (3-(4-chloro-3,5-difluoro-phenyl)-propionic acid butyl ester). Reaction SMILES: [CH2:1]([O:5][C:6](=[O:18])[CH:7]=[CH:8][C:9]1[CH:14]=[C:13]([F:15])[C:12]([Cl:16])=[C:11]([F:17])[CH:10]=1)[CH2:2][CH2:3][CH3:4].C>[Br-].[Zn+2].[Br-].[Pd].CC(=O)OCC>[CH2:1]([O:5][C:6](=[O:18])[CH2:7][CH2:8][C:9]1[CH:14]=[C:13]([F:15])[C:12]([Cl:16])=[C:11]([F:17])[CH:10]=1)[CH2:2][CH2:3][CH3:4] |f:2.3.4|. Procedure: A mixture of 3-(4-chloro-3,5-difluoro-phenyl)-acrylic acid butyl ester (5.000 g; 18.202 mmol), zinc bromide (0.819 g; 3.640 mmol), and 10% palladium over activated charcoal (0.320 g) was placed under nitrogen before EA (140 ml) was added. The resulting suspension was placed under vacuum, then under hydrogen (1 atm), and the reaction mixture was vigorously stirred at rt for 22 h. The reaction mixture was filtered over a pad of celite, and concentrated under reduced pressure to give the expected p...